Dataset: the Open Reaction Database (ORD), a public repository of structured organic reaction records. Task: describe an organic reaction: reactants, conditions, products, and yield Starting materials: NC=1C(=C(C=CC1F)O)F (3-amino-2,4-difluoro-phenol), FC1=C(C(=O)O)C(=CC=C1C1=CC(=CC=C1)F)F (2,6-difluoro-3-(3-fluorophenyl)benzoic acid), C(C(=O)Cl)(=O)Cl (oxalyl chloride), CN(C)C=O (DMF). Run in O (water), C1CCOC1 (THF), C(Cl)Cl (DCM), C1CCOC1 (THF). Reaction conditions: time 2 hour. Yields the product FC1=C(C(=CC=C1O)F)NC(C1=C(C(=CC=C1F)C1=CC(=CC=C1)F)F)=O (N-(2,6-difluoro-3-hydroxy-phenyl)-2,6-difluoro-3-(3-fluorophenyl)benzamide). Isolated yield 57.3%. RXN SMILES: [F:1][C:2]1[C:10]([C:11]2[CH:16]=[CH:15][CH:14]=[C:13]([F:17])[CH:12]=2)=[CH:9][CH:8]=[C:7]([F:18])[C:3]=1[C:4]([OH:6])=O.C(Cl)(=O)C(Cl)=O.CN(C=O)C.[NH2:30][C:31]1[C:32]([F:39])=[C:33]([OH:38])[CH:34]=[CH:35][C:36]=1[F:37]>C(Cl)Cl.C1COCC1.O>[F:39][C:32]1[C:33]([OH:38])=[CH:34][CH:35]=[C:36]([F:37])[C:31]=1[NH:30][C:4](=[O:6])[C:3]1[C:7]([F:18])=[CH:8][CH:9]=[C:10]([C:11]2[CH:16]=[CH:15][CH:14]=[C:13]([F:17])[CH:12]=2)[C:2]=1[F:1]. Reported procedure: To a solution of 2,6-difluoro-3-(3-fluorophenyl)benzoic acid (765 mg, 3.03 mmol, 1.1 eq) and oxalyl chloride (1.05 g, 8.5 mmol, 3.0 eq) in DCM (20 mL) was added DMF (0.1 mL). The reaction mixture was stirred at room temperature for 2 h, then concentrated in vacuo. The residue obtained was dissolved in THF (5 mL) and added dropwise to a solution of 3-amino-2,4-difluoro-phenol (intermediate X(a)) (400 mg, 2.76 mmol, 1.0 eq) in THF (25 mL) at 0° C. over 10 min. After addition, the reaction mixture ... The reactants are CC1([C@@H]([C@H]1C=CC(C(Cl)(Cl)Cl)O)C(=O)OC)C (methyl (1R,trans) 2,2-dimethyl-3-(4',4',4'-trichloro-3'-hydroxy-buta-1-enyl)-cyclopropane-1-carboxylate), N1=CC=CC=C1 (pyridine), C(C)(=O)OC(C)=O (acetic acid anhydride), ice. The solvent is ice water, Cl (hydrochloric acid). Conditions: time 4 hour. Product: CC1([C@@H]([C@H]1C=CC(C(Cl)(Cl)Cl)OC(C)=O)C(=O)OC)C (methyl (1R,trans) 2,2-dimethyl-3-(4',4',4'-trichloro-3'-acetoxy-buta-1-enyl)-cyclopropane-1-carboxylate). As a reaction SMILES: [CH3:1][C:2]1([CH3:17])[C@H:4]([CH:5]=[CH:6][CH:7]([OH:12])[C:8]([Cl:11])([Cl:10])[Cl:9])[C@H:3]1[C:13]([O:15][CH3:16])=[O:14].N1C=CC=CC=1.[C:24](OC(=O)C)(=[O:26])[CH3:25]>Cl>[CH3:1][C:2]1([CH3:17])[C@H:4]([CH:5]=[CH:6][CH:7]([O:12][C:24](=[O:26])[CH3:25])[C:8]([Cl:9])([Cl:10])[Cl:11])[C@H:3]1[C:13]([O:15][CH3:16])=[O:14]. Reported procedure: A mixture of 12.2 g of the product of Step A, 33.5 ml of pyridine and 16.8 ml of acetic acid anhydride was stirred at room temperature for 4 hours and then 40 g of ice were added thereto. The mixture was stirred for 30 minutes and was then poured in a mixture of 60 g of ice-water and 39 ml of concentrated hydrochloric acid. The mixture was stirred for 10 minutes and was extracted with methylene chloride. The organic phase was washed and dried and evaporated to dryness at 50° C. under reduced pre... Reactants: CCCCc1nc2ccc(C(=O)NCCc3ccccc3)cc2n1Cc1ccc(-c2ccccc2C(=O)OC(C)(C)C)cc1, ClCCl, O=C(O)C(F)(F)F. Product: CCCCc1nc2ccc(C(=O)NCCc3ccccc3)cc2n1Cc1ccc(-c2ccccc2C(=O)O)cc1. RXN SMILES: [CH2:1]([CH2:2][CH2:3][CH3:4])[c:5]1[n:6][c:7]2[c:8]([n:9]1[CH2:10][c:11]1[cH:12][cH:13][c:14](-[c:17]3[c:18]([C:23](=[O:24])[O:25][C:26]([CH3:27])([CH3:28])[CH3:29])[cH:19][cH:20][cH:21][cH:22]3)[cH:15][cH:16]1)[cH:30][c:31]([C:34](=[O:35])[NH:36][CH2:37][CH2:38][c:39]1[cH:40][cH:41][cH:42][cH:43][cH:44]1)[cH:32][cH:33]2.[CH2:52]([Cl:53])[Cl:54].[OH:45][C:46]([C:47]([F:48])([F:49])[F:50])=[O:51]>>[CH2:1]([CH2:2][CH2:3][CH3:4])[c:5]1[n:6][c:7]2[c:8]([n:9]1[CH2:10][c:11]1[cH:12][cH:13][c:14](-[c:17]3[c:18]([C:23](=[O:24])[OH:25])[cH:19][cH:20][cH:21][cH:22]3)[cH:15][cH:16]1)[cH:30][c:31]([C:34](=[O:35])[NH:36][CH2:37][CH2:38][c:39]1[cH:40][cH:41][cH:42][cH:43][cH:44]1)[cH:32][cH:33]2. Starting materials: IC1=C(C=NC(=C1)C)NCC(F)(F)F (4-iodo-6-methyl-N-(2,2,2-trifluoroethyl)pyridin-3-amine), ClC1=C(C=CC=C1)B(O)O (2-chlorophenylboronic acid). The product is ClC1=C(C=CC=C1)C1=C(C=NC(=C1)C)NCC(F)(F)F (4-(2-chlorophenyl)-6-methyl-N-(2,2,2-trifluoroethyl)pyridin-3-amine). RXN SMILES: I[C:2]1[CH:7]=[C:6]([CH3:8])[N:5]=[CH:4][C:3]=1[NH:9][CH2:10][C:11]([F:14])([F:13])[F:12].[Cl:15][C:16]1[CH:21]=[CH:20][CH:19]=[CH:18][C:17]=1B(O)O>>[Cl:15][C:16]1[CH:21]=[CH:20][CH:19]=[CH:18][C:17]=1[C:2]1[CH:7]=[C:6]([CH3:8])[N:5]=[CH:4][C:3]=1[NH:9][CH2:10][C:11]([F:14])([F:13])[F:12]. Reported procedure: The title compound was prepared in analogy to example 72, from 4-iodo-6-methyl-N-(2,2,2-trifluoroethyl)pyridin-3-amine and 2-chlorophenylboronic acid after a reaction time of 15.5 hours. The compound was purified by silica gel chromatography on a 10 g column using a MPLC system eluting with a gradient of n-heptane:EtOAc (100:0 to 50:50). Light brown solid (71%). MS (ESI): m/z=301.07 [M+H]+. As a reaction SMILES: [CH3:1][O:2][C:3](=[O:20])[C:4]1[CH:9]=[CH:8][C:7]([CH3:10])=[C:6]([N:11]2[C:16](=[O:17])[CH:15]=[C:14]([OH:18])[N:13]=[C:12]2[CH3:19])[CH:5]=1.[F:21][C:22]1[CH:29]=[C:28]([F:30])[CH:27]=[CH:26][C:23]=1[CH2:24]Br.C(=O)([O-])[O-].[K+].[K+].C1OCCOCCOCCOCCOCCOC1>CN(C)C=O>[CH3:1][O:2][C:3](=[O:20])[C:4]1[CH:9]=[CH:8][C:7]([CH3:10])=[C:6]([N:11]2[C:16](=[O:17])[CH:15]=[C:14]([O:18][CH2:24][C:23]3[CH:26]=[CH:27][C:28]([F:30])=[CH:29][C:22]=3[F:21])[N:13]=[C:12]2[CH3:19])[CH:5]=1 |f:2.3.4|. The product is COC(C1=CC(=C(C=C1)C)N1C(=NC(=CC1=O)OCC1=C(C=C(C=C1)F)F)C)=O (3-[4-(2,4-difluoro-benzyloxy)-2-methyl-6-oxo-6H-pyrimidin-1-yl]-4-methyl-benzoic acid methyl ester). Reaction conditions: time 1 hour. The yield is 35.7%. Starting materials: COC(C1=CC(=C(C=C1)C)N1C(=NC(=CC1=O)O)C)=O (3-(4-hydroxy-2-methyl-6-oxo-6H-pyrimidin-1-yl)-4-methyl-benzoic acid methyl ester), FC1=C(CBr)C=CC(=C1)F (2,4-difluorobenzyl bromide), C([O-])([O-])=O.[K+].[K+] (potassium carbonate), C1COCCOCCOCCOCCOCCO1 (18-crown-6). Procedure details: To a solution of Intermediate 2 (500 mg, 1.82 mmol) in N,N-dimethylformamide (2 mL) was added 2,4-difluorobenzyl bromide (0.23 mL, 1.82 mmol), potassium carbonate (376 mg, 2.73 mmol) and 18-crown-6 (40 mg). The slurry was stirred at ambient temperature for one hour. The reaction was partitioned between ethyl acetate and water. The organic layer was washed with water and brine and dried over magnesium sulfate. The slurry was filtered and concentrated in vacuo. The crude material was purified usin... Run in CN(C=O)C (N,N-dimethylformamide). The reactants are Cc1cccnc1CNCCCCNC(=O)OC(C)(C)C, CC(C)(C)OC(=O)n1c(CCl)nc2ccccc21, CC#N, CCN(C(C)C)C(C)C. The product is Cc1cccnc1CN(CCCCNC(=O)OC(C)(C)C)Cc1nc2ccccc2n1C(=O)OC(C)(C)C. Reaction SMILES: [C:1]([CH3:2])([CH3:3])([CH3:4])[O:5][C:6]([NH:7][CH2:8][CH2:9][CH2:10][CH2:11][NH:12][CH2:13][c:14]1[n:15][cH:16][cH:17][cH:18][c:19]1[CH3:20])=[O:21].[C:22]([CH3:23])([CH3:24])([CH3:25])[O:26][C:27](=[O:28])[n:29]1[c:30]([CH2:38][Cl:39])[n:31][c:32]2[c:33]1[cH:34][cH:35][cH:36][cH:37]2.[CH3:49][C:50]#[N:51].[CH:40]([N:41]([CH2:42][CH3:43])[CH:44]([CH3:45])[CH3:46])([CH3:47])[CH3:48]>>[C:1]([CH3:2])([CH3:3])([CH3:4])[O:5][C:6]([NH:7][CH2:8][CH2:9][CH2:10][CH2:11][N:12]([CH2:13][c:14]1[n:15][cH:16][cH:17][cH:18][c:19]1[CH3:20])[CH2:38][c:30]1[n:29]([C:27]([O:26][C:22]([CH3:23])([CH3:24])[CH3:25])=[O:28])[c:33]2[c:32]([n:31]1)[cH:37][cH:36][cH:35][cH:34]2)=[O:21].